Dataset: the Open Reaction Database (ORD), a public repository of structured organic reaction records. Task: describe an organic reaction: reactants, conditions, products, and yield The reactants are C(#N)CC1=CC=C(CCC2=CC=CC=3N2C=NC3)C=C1 (5-[p-(cyanomethyl)phenethyl]imidazo[1,5-a]pyridine), S(O)(O)(=O)=O (sulfuric acid). The solvent is [OH-].[Na+] (sodium hydroxide). The product is C=1N=CN2C1C=CC=C2 (imidazo[1,5-a]pyridine). As a reaction SMILES: C(CC1C=CC(CC[C:10]2[N:15]3[CH:16]=[N:17][CH:18]=[C:14]3[CH:13]=[CH:12][CH:11]=2)=CC=1)#N.S(=O)(=O)(O)O>[OH-].[Na+]>[CH:18]1[N:17]=[CH:16][N:15]2[CH:10]=[CH:11][CH:12]=[CH:13][C:14]=12 |f:2.3|. Procedure details: A solution of 5-[p-(cyanomethyl)phenethyl]imidazo[1,5-a]pyridine (1.0 g) in 2N sodium hydroxide (30 ml) is heated under reflux for 15 hours, acidified with concentrated sulfuric acid and filtered to yield 5-[p-carboxymethyl)phenethyl]imidazo[1,5-a]pyridine. The reactants are CCOC(=O)C(C)Br, CN(C)C=O, CC(O)c1ccc(-c2ccc(Cl)cc2)cc1, [H-], [Na+], O. The product is CCOC(=O)C(C)OC(C)c1ccc(-c2ccc(Cl)cc2)cc1. RXN SMILES: [Br:19][CH:20]([C:21](=[O:22])[O:23][CH2:24][CH3:25])[CH3:26].[CH3:28][N:29]([CH3:30])[CH:31]=[O:32].[Cl:3][c:4]1[cH:5][cH:6][c:7](-[c:10]2[cH:11][cH:12][c:13]([CH:16]([CH3:17])[OH:18])[cH:14][cH:15]2)[cH:8][cH:9]1.[H-:1].[Na+:2].[OH2:27]>>[Cl:3][c:4]1[cH:5][cH:6][c:7](-[c:10]2[cH:11][cH:12][c:13]([CH:16]([CH3:17])[O:18][CH:20]([C:21](=[O:22])[O:23][CH2:24][CH3:25])[CH3:26])[cH:14][cH:15]2)[cH:8][cH:9]1. As a reaction SMILES: C(OC([N:8]1[C:12]([CH3:32])([C:13]2[NH:14][C:15]([C:18]3[CH:23]=[CH:22][C:21]([CH2:24][CH2:25][CH2:26][CH2:27][CH2:28][CH2:29][CH2:30][CH3:31])=[CH:20][CH:19]=3)=[CH:16][N:17]=2)[CH2:11][O:10]C1(C)C)=O)(C)(C)C.CC1C=CC(S(O)(=O)=O)=CC=1.O>CO>[NH2:8][C:12]([C:13]1[NH:14][C:15]([C:18]2[CH:19]=[CH:20][C:21]([CH2:24][CH2:25][CH2:26][CH2:27][CH2:28][CH2:29][CH2:30][CH3:31])=[CH:22][CH:23]=2)=[CH:16][N:17]=1)([CH3:32])[CH2:11][OH:10] |f:1.2|. Reactants: C(C)(C)(C)OC(=O)N1C(OCC1(C=1NC(=CN1)C1=CC=C(C=C1)CCCCCCCC)C)(C)C (2,2,4-Trimethyl-4-[5-(4-octyl-phenyl)-1H-imidazol-2-yl]-oxazolidine-3-carboxylic acid tert-butyl ester), CC=1C=CC(=CC1)S(=O)(=O)O.O (p-TsOH.H2O). The solvent is CO (MeOH). The yield is 59.8%. Run at temperature 0 celsius, time 3 hour. The product is NC(CO)(C)C=1NC(=CN1)C1=CC=C(C=C1)CCCCCCCC (2-Amino-2-[5-(4-octyl-phenyl)-1H-imidazol-2-yl]-propan-1-ol). Procedure details: To a flame dried round bottom flask equipped with a magnetic stirbar under an inert atmosphere was added 6 (973 mg, 2.07 mmol) followed by MeOH (20 mL) and p-TsOH.H2O (1.22 g, 6.42 mmol). This mixture was then heated to reflux, stirred 3 h, cooled to 0° C., and quenched by slow addition of sat. aq. NaHCO3 (20 mL). This solution was then diluted with EtOAc (30 mL) and the aqueous layer was discarded. The organic phase washed with sat. aq. NaHCO3 (1×20 mL), washed with 1M NaOH (1×20 mL), dried ove... The reactants are BrC1=NC(=C2N1CCCN(C2)C)C(=O)N[C@H](C(=O)NC)CC(C)C ((S)-3-bromo-8-methyl-N-(4-methyl-1-(methylamino)-1-oxopentan-2-yl)-6,7,8,9-tetrahydro-5H-imidazo[1,5-a][1,4]diazepine-1-carboxamide), BrC1=NC(=C2N1CCCN(C2)C)C(=O)N[C@H](C(=O)NC)CC(C)C ((S)-3-bromo-8-methyl-N-(4-methyl-1-(methylamino)-1-oxopentan-2-yl)-6,7,8,9-tetrahydro-5H-imidazo[1,5-a][1,4]diazepine-1-carboxamide), N[C@@H](CC(C)C)C(=O)N (Leucine amide). Product: NC([C@H](CC(C)C)NC(=O)C=1N=C(N2C1CN(CCC2)C)Br)=O ((S)-N-(1-amino-4-methyl-1-oxopentan-2-yl)-3-bromo-8-methyl-6,7,8,9-tetrahydro-5H-imidazo[1,5-a][1,4]diazepine-1-carboxamide). As a reaction SMILES: [Br:1][C:2]1[N:6]2[CH2:7][CH2:8][CH2:9][N:10]([CH3:12])[CH2:11][C:5]2=[C:4]([C:13]([NH:15][C@@H:16]([CH2:21][CH:22]([CH3:24])[CH3:23])[C:17]([NH:19]C)=[O:18])=[O:14])[N:3]=1.N[C@H](C(N)=O)CC(C)C>>[NH2:19][C:17](=[O:18])[C@@H:16]([NH:15][C:13]([C:4]1[N:3]=[C:2]([Br:1])[N:6]2[CH2:7][CH2:8][CH2:9][N:10]([CH3:12])[CH2:11][C:5]=12)=[O:14])[CH2:21][CH:22]([CH3:24])[CH3:23]. Procedure details: This intermediate was prepared following the synthesis of (S)-3-bromo-8-methyl-N-(4-methyl-1-(methylamino)-1-oxopentan-2-yl)-6,7,8,9-tetrahydro-5H-imidazo[1,5-a][1,4]diazepine-1-carboxamide (intermediate 55B) by replacing H-Leu-NHMe with Leucine amide 59A (Chem-Impex). LCMS (+ESI) m/z 386.1 [M+H]+. The reactants are F[B-](F)(F)F, CCO, COc1cc(C(=O)O)ccc1CN1CCCC1=O, CCN(C(C)C)C(C)C, CC(N)c1nc2cc(Cl)ccc2[nH]1, Cl, ClCCl, C1CCOC1, CN(C)C(On1nnc2ccccc21)=[N+](C)C. Product: COc1cc(C(=O)NC(C)c2nc3cc(Cl)ccc3[nH]2)ccc1CN1CCCC1=O. As a reaction SMILES: [B-:19]([F:20])([F:21])([F:22])[F:23].[CH2:69]([OH:70])[CH3:71].[CH3:1][O:2][c:3]1[cH:4][c:5]([C:6](=[O:7])[OH:8])[cH:9][cH:10][c:11]1[CH2:12][N:13]1[C:14](=[O:18])[CH2:15][CH2:16][CH2:17]1.[CH:41]([N:42]([CH:43]([CH3:44])[CH3:45])[CH2:46][CH3:47])([CH3:48])[CH3:49].[Cl:50][c:51]1[cH:52][c:53]2[c:54]([nH:55][c:56]([CH:58]([CH3:59])[NH2:60])[n:57]2)[cH:61][cH:62]1.[Cl:63].[Cl:72][CH2:73][Cl:74].[O:64]1[CH2:65][CH2:66][CH2:67][CH2:68]1.[n:24]1([O:25][C:26]([N:27]([CH3:28])[CH3:29])=[N+:30]([CH3:31])[CH3:32])[c:33]2[cH:34][cH:35][cH:36][cH:37][c:38]2[n:39][n:40]1>>[CH3:1][O:2][c:3]1[cH:4][c:5]([C:6](=[O:8])[NH:60][CH:58]([c:56]2[nH:55][c:54]3[c:53]([cH:52][c:51]([Cl:50])[cH:62][cH:61]3)[n:57]2)[CH3:59])[cH:9][cH:10][c:11]1[CH2:12][N:13]1[C:14](=[O:18])[CH2:15][CH2:16][CH2:17]1. Reactants: NC1=C(C=CC=C1)SC=1C(=CC2=C3C1C=CC=C3C(C=3C=CC=CC23)=O)OCCCCCCCC (3-[(2-aminophenyl)thio]-2-n-octyloxy-7H-benzo[de]anthracene-7-one), Cl (HCl), N(=O)[O-].[Na+] (NaNO2), CN(C)C=O (DMF), Cl (Hydrochloric acid), N(=O)[O-].[Na+] (sodium nitrite). The reagents and catalysts are S(=O)(=O)([O-])[O-].[Cu+2] (copper sulfate). The solvent is O (H2O). Conditions: temperature 10 celsius, time 1 hour. Product: C(CCCCCCC)OC=1C=C2C=3C4=C(C5=CC=CC=C5SC14)C=CC3C(C3=CC=CC=C32)=O (6-n-Octyloxy-14H-anthra(2,1,9 mna)thioxanthene-14-one). Reaction SMILES: N[C:2]1[CH:7]=[CH:6][CH:5]=[CH:4][C:3]=1[S:8][C:9]1[C:10]([O:27][CH2:28][CH2:29][CH2:30][CH2:31][CH2:32][CH2:33][CH2:34][CH3:35])=[CH:11][C:12]2[C:25]3[CH:24]=[CH:23][CH:22]=[CH:21][C:20]=3C(=O)[C:18]3[C:13]=2[C:14]=1[CH:15]=[CH:16][CH:17]=3.CN([CH:39]=[O:40])C.Cl.N([O-])=O.[Na+]>O.S([O-])([O-])(=O)=O.[Cu+2]>[CH2:28]([O:27][C:10]1[CH:11]=[C:12]2[C:25]3[C:24](=[CH:23][CH:22]=[CH:21][CH:20]=3)[C:39](=[O:40])[C:18]3[CH:17]=[CH:16][C:15]4[C:4]5[C:3]([S:8][C:9]=1[C:14]=4[C:13]2=3)=[CH:2][CH:7]=[CH:6][CH:5]=5)[CH2:29][CH2:30][CH2:31][CH2:32][CH2:33][CH2:34][CH3:35] |f:3.4,6.7|. Procedure: Into a 2 liter three-necked round bottom flask, equipped with a mechanical stirrer and a thermometer, containing 77 g 3-[(2-aminophenyl)thio]-2-n-octyloxy-7H-benzo[de]anthracene-7-one (0.16M), placed into an ice bath, was added 1100 ml of DMF. The mixture was cooled to 10° C. while stirring. 35% Hydrochloric acid (247 ml) was added portionwise, ensuring that the reaction temperature did not exceed 20° C. After the HCl addition was complete, the reaction was cooled to 0° C. and a solution of 14.0...